This data is from the Open Reaction Database (ORD), a public repository of structured organic reaction records. The task is: describe an organic reaction: reactants, conditions, products, and yield The reactants are CO, Cc1cn(-c2ccc([N+](=O)[O-])cc2F)c(C)n1. The product is Cc1cn(-c2ccc(N)cc2F)c(C)n1. As a reaction SMILES: [CH3:18][OH:19].[F:1][c:2]1[c:3](-[n:11]2[c:12]([CH3:17])[n:13][c:14]([CH3:16])[cH:15]2)[cH:4][cH:5][c:6]([N+:8]([O-:9])=[O:10])[cH:7]1>>[F:1][c:2]1[c:3](-[n:11]2[c:12]([CH3:17])[n:13][c:14]([CH3:16])[cH:15]2)[cH:4][cH:5][c:6]([NH2:8])[cH:7]1. The reactants are CC(=O)O[BH-](OC(C)=O)OC(C)=O, ClCCCl, ClCCl, Fc1ccc(N2CCNCC2)cc1, CCn1c(-c2nonc2N)nc2cncc(CNC3CCNCC3)c21, [Na+]. Product: CCn1c(-c2nonc2N)nc2cncc(CN3CCN(c4ccc(F)cc4)CC3)c21. Reaction SMILES: [C:39]([O:40][BH-:41]([O:42][C:43](=[O:44])[CH3:45])[O:46][C:47](=[O:48])[CH3:49])(=[O:50])[CH3:51].[Cl:53][CH2:54][CH2:55][Cl:56].[Cl:57][CH2:58][Cl:59].[F:26][c:27]1[cH:28][cH:29][c:30]([N:33]2[CH2:34][CH2:35][NH:36][CH2:37][CH2:38]2)[cH:31][cH:32]1.[NH2:1][c:2]1[c:3](-[c:7]2[n:8]([CH2:24][CH3:25])[c:9]3[c:10]([cH:11][n:12][cH:13][c:14]3[CH2:15][NH:16][CH:17]3[CH2:18][CH2:19][NH:20][CH2:21][CH2:22]3)[n:23]2)[n:4][o:5][n:6]1.[Na+:52]>>[NH2:1][c:2]1[c:3](-[c:7]2[n:8]([CH2:24][CH3:25])[c:9]3[c:10]([cH:11][n:12][cH:13][c:14]3[CH2:15][N:16]3[CH2:35][CH2:34][N:33]([c:30]4[cH:29][cH:28][c:27]([F:26])[cH:32][cH:31]4)[CH2:38][CH2:37]3)[n:23]2)[n:4][o:5][n:6]1. Reactants: C1(CC1)C1N(C(=C(C(=N1)Cl)C=1N(CCN1)C(C)=O)Cl)N (2-cyclopropyl-4,6-dichloro-5-(1-acetyl-2-imidazolin-2-yl)-aminopyrimidine), C[O-].[Na+] (sodium methylate). Solvent: CO (methanol). Reaction conditions: time 3 hour. The product is ClC1=NC(N(C(=C1C=1NCCN1)OC)N)C1CC1 (4-chloro-2-cyclopropyl-6-methoxy-5-(2-imidazolin-2-yl)-aminopyrimidine). Yield: 76.1%. As a reaction SMILES: [CH:1]1([CH:4]2[N:9]=[C:8]([Cl:10])[C:7]([C:11]3[N:12](C(=O)C)[CH2:13][CH2:14][N:15]=3)=[C:6](Cl)[N:5]2[NH2:20])[CH2:3][CH2:2]1.[CH3:21][O-:22].[Na+]>CO>[Cl:10][C:8]1[C:7]([C:11]2[NH:12][CH2:13][CH2:14][N:15]=2)=[C:6]([O:22][CH3:21])[N:5]([NH2:20])[CH:4]([CH:1]2[CH2:2][CH2:3]2)[N:9]=1 |f:1.2|. Procedure: 3.0 g 2-cyclopropyl-4,6-dichloro-5-(1-acetyl-2-imidazolin-2-yl)-aminopyrimidine are mixed with a solution of 0.5 g sodium methylate in 30 ml methanol and stirred for three hours at room temperature. Then about 20 ml of methanol is distilled off. After adding water and extracting with chloroform, the organic phase is dried and concentrated. 1.9 g of 4-chloro-2-cyclopropyl-6-methoxy-5-(2-imidazolin-2-yl)-aminopyrimidine is obtained; melting point 214° C. The hydrochloride obtained in known manner ...